Dataset: the Open Reaction Database (ORD), a public repository of structured organic reaction records. Task: describe an organic reaction: reactants, conditions, products, and yield Starting materials: FC1=C(C=C(C=O)C=C1)C=1SC=CC1 (4-Fluoro-3-thiophen-2-yl-benzaldehyde), C(C)(=O)C1=CC=C(C(=O)O)C=C1 (4-acetylbenzoic acid), [OH-].[Na+] (Sodium hydroxide). The solvent is O (water), CN(C=O)C (dimethylformamide). Reaction conditions: time 3 hour. Product: FC1=C(C=C(C=C1)/C=C/C(=O)C1=CC=C(C(=O)O)C=C1)C=1SC=CC1 (4-[3E-{4-Fluoro-3-(thiophen-2-yl)-phenyl}-acryloyl]-benzoic acid). The yield is 52.7%. As a reaction SMILES: [F:1][C:2]1[CH:9]=[CH:8][C:5]([CH:6]=O)=[CH:4][C:3]=1[C:10]1[S:11][CH:12]=[CH:13][CH:14]=1.[C:15]([C:18]1[CH:26]=[CH:25][C:21]([C:22]([OH:24])=[O:23])=[CH:20][CH:19]=1)(=[O:17])[CH3:16].[OH-].[Na+]>CN(C)C=O.O>[F:1][C:2]1[CH:9]=[CH:8][C:5](/[CH:6]=[CH:16]/[C:15]([C:18]2[CH:26]=[CH:25][C:21]([C:22]([OH:24])=[O:23])=[CH:20][CH:19]=2)=[O:17])=[CH:4][C:3]=1[C:10]1[S:11][CH:12]=[CH:13][CH:14]=1 |f:2.3|. Procedure details: 4-Fluoro-3-thiophen-2-yl-benzaldehyde (1.0 g, 4.85 mmol, from Ex-20A) and 4-acetylbenzoic acid (0.80 g, 4.87 mmol) were dissolved in dimethylformamide (55 mL). Sodium hydroxide solution (5 N, 3.88 mL) was added in one portion, and the mixture was stirred at room temperature for 3 h. The reaction was diluted with water (100 mL) and washed with ethyl acetate (100 mL). The aqueous phase was acidified with conc. HCl and extracted with ethyl acetate (2×100 mL). The organic phase was dried over magnes... The reactants are NC1=NC=CC(=C1)CP(OCC)(OCC)=O (Diethyl [(2-amino-4-pyridinyl)methyl]phosphonate), BrCC(C(=O)OCC)=O (Ethyl bromopyruvate). The solvent is COCCOC (DME). Conditions: time 16 hour. The product is C(C)OP(=O)(OCC)CC1=CC=2N(C=C1)C=C(N2)C(=O)OCC (Ethyl 7-[(diethoxyphosphinyl)methyl]imidazo[1,2-a]pyridine-2-carboxylate). Isolated yield 31.4%. Reaction SMILES: [NH2:1][C:2]1[CH:7]=[C:6]([CH2:8][P:9](=[O:16])([O:13][CH2:14][CH3:15])[O:10][CH2:11][CH3:12])[CH:5]=[CH:4][N:3]=1.Br[CH2:18][C:19](=O)[C:20]([O:22][CH2:23][CH3:24])=[O:21]>COCCOC>[CH2:14]([O:13][P:9]([CH2:8][C:6]1[CH:5]=[CH:4][N:3]2[CH:18]=[C:19]([C:20]([O:22][CH2:23][CH3:24])=[O:21])[N:1]=[C:2]2[CH:7]=1)([O:10][CH2:11][CH3:12])=[O:16])[CH3:15]. Reported procedure: The product from Example 16 (0.87 g, 3.56 mmol) was dissolved in DME (25 mL) and placed in a 100 mL flask. Ethyl bromopyruvate (0.76 g, 3.92 mmol) was added to the flask, and the reaction was allowed to stir under a N2 atmosphere for 16 h. After solvent removal in vacuo, the residue was taken up in abs EtOH (25 mL) and refluxed for 5 h. The reaction was cooled to room temperature and solvent was removed in vacuo. The residue was dissolved in aqueous K2CO3 and the product extracted with EtOAc. Pu... Starting materials: C(#N)C(C(=O)OCC)C1=CN(C2=CC=C(C=C12)OC)C(=O)OCC (Ethyl 2-cyano-2-(1-ethoxycarbonyl-5-methoxy-1H-indol-3-yl)acetate), C(C)(=O)OC(C)=O (acetic anhydride). Reagents/catalysts: [Ni] (Raney nickel). The solvent is C(C)(=O)OCC (ethyl acetate). Run at time 20 hour. The product is C(C)(=O)NCC(C(=O)OCC)C1=CN(C2=CC=C(C=C12)OC)C(=O)OCC (Ethyl 3-acetylamino-2-(1-ethoxycarbonyl-5-methoxy-1H-indol-3-yl)propanoate). Reaction SMILES: [C:1]([CH:3]([C:9]1[C:17]2[C:12](=[CH:13][CH:14]=[C:15]([O:18][CH3:19])[CH:16]=2)[N:11]([C:20]([O:22][CH2:23][CH3:24])=[O:21])[CH:10]=1)[C:4]([O:6][CH2:7][CH3:8])=[O:5])#[N:2].[C:25](OC(=O)C)(=[O:27])[CH3:26]>[Ni].C(OCC)(=O)C>[C:25]([NH:2][CH2:1][CH:3]([C:9]1[C:17]2[C:12](=[CH:13][CH:14]=[C:15]([O:18][CH3:19])[CH:16]=2)[N:11]([C:20]([O:22][CH2:23][CH3:24])=[O:21])[CH:10]=1)[C:4]([O:6][CH2:7][CH3:8])=[O:5])(=[O:27])[CH3:26]. Procedure: A solution of Compound 1A, prepared above, (7.4 g, 0.022 mole) in 150 ml of acetic anhydride was hydrogenated for 20 hours at 50 psi, using about 10 g of Raney nickel as a catalyst. The catalyst was then removed by filtration, and the solvent was evaporated in vacuo to leave a thick syrup. This syrup was dissolved in 200 ml of ethyl acetate which was then washed five times with 6% aqueous potassium carbonate solution and dried over MgSO4. The solvent was then evaporated in vacuo, and the syrup w... The reactants are CO (methanol), N1=CC=CC=C1 (pyridine), FC1=C(C=CC=C1)N1C(N(C(C1=NSCl)=O)C)=O (1-(2-fluorophenyl)-3-methyl-5-chlorothioimino-2,4-imidazolidinedione). Run in C(Cl)Cl (methylene chloride), C(Cl)Cl (methylene chloride). Run at temperature 0 celsius, time 30 minute. The product is FC1=C(C=CC=C1)N1C(N(C(C1=NSOC)=O)C)=O (1-(2-fluorophenyl)-3-methyl-5-methoxythioimino-2,4-imidazolidinedione). As a reaction SMILES: [CH3:1][OH:2].N1C=CC=CC=1.[F:9][C:10]1[CH:15]=[CH:14][CH:13]=[CH:12][C:11]=1[N:16]1[C:20](=[N:21][S:22]Cl)[C:19](=[O:24])[N:18]([CH3:25])[C:17]1=[O:26]>C(Cl)Cl>[F:9][C:10]1[CH:15]=[CH:14][CH:13]=[CH:12][C:11]=1[N:16]1[C:20](=[N:21][S:22][O:2][CH3:1])[C:19](=[O:24])[N:18]([CH3:25])[C:17]1=[O:26]. Reported procedure: A solution of 3.2 g (0.1 mole) methanol and 7.9 g (0.1 mole) pyridine in 20 ml of methylene chloride was added dropwise to a solution of about 0.1 mole of 1-(2-fluorophenyl)-3-methyl-5-chlorothioimino-2,4-imidazolidinedione in 100 ml of methylene chloride at 0°C. The resulting reaction mixture was stirred for about 30 minutes at 0°C., washed with water, washed with sodium bicarbonate, dried over magnesium sulfate, and evaporated under reduced pressure to give a yellow solid residue. The solid wa... Reactants: C(=O)(OCC)NC(OC1CCCCC1)=S (cyclohexyl N-carbethoxy-thiocarbamate), CC[O-].[K+] (potassium ethylate), ClCC#N (chloroacetonitrile). Run in CO (methanol). Reaction conditions: time 2 hour. Product: C1(CCCCC1)OC=1SC(=C(N1)O)C#N (2-cyclohexyloxy-4-hydroxy-5-cyanothiazole). Isolated yield 40.6%. RXN SMILES: [C:1]([NH:6][C:7](=[S:15])[O:8][CH:9]1[CH2:14][CH2:13][CH2:12][CH2:11][CH2:10]1)([O:3]CC)=O.CC[O-].[K+].Cl[CH2:21][C:22]#[N:23]>CO>[CH:9]1([O:8][C:7]2[S:15][C:21]([C:22]#[N:23])=[C:1]([OH:3])[N:6]=2)[CH2:10][CH2:11][CH2:12][CH2:13][CH2:14]1 |f:1.2|. Procedure: A suspension of 38.3 g of cyclohexyl N-carbethoxy-thiocarbamate and 11.56 g of potassium ethylate in 400 ml of methanol was stirred for 2 hours and 12.45 g of chloroacetonitrile were added thereto. The mixture was stirred for 48 hours at room temperature and was then concentrated to dryness. The residue was added to water and the aqueous phase was acidified with hydrochloric acid. The aqueous phase was extracted with ether and the ether phase was dried and concentrated to dryness to obtain 15 g ... Reactants: O([N+](=O)[O-])[C@@H]1CC[C@H](CC1)CNC(CCC(=O)N(C)C)=O (N-(trans-4-nitroxycyclohexylmethyl)-N',N'-dimethylsuccinic acid diamide), O([N+](=O)[O-])[C@@H]1CC[C@H](CC1)CNC(CCC(=O)O)=O (N-(trans-4-nitroxycyclohexylmethyl)-succinic acid monoamide), CNC (dimethylamine). Product: O([N+](=O)[O-])[C@@H]1CC[C@H](CC1)NC(CCC(=O)N)=O (N-(trans-4-nitroxycyclohexyl)-succinic acid diamide). Yield: 40.0%. RXN SMILES: O([C@H]1CC[C@H](C[NH:12][C:13](=[O:21])[CH2:14][CH2:15][C:16]([N:18](C)C)=[O:17])CC1)[N+]([O-])=O.[O:22]([C@H:26]1[CH2:31][CH2:30][C@H:29](CNC(=O)CCC(O)=O)[CH2:28][CH2:27]1)[N+:23]([O-:25])=[O:24].CNC>>[O:22]([C@H:26]1[CH2:27][CH2:28][C@H:29]([NH:12][C:13](=[O:21])[CH2:14][CH2:15][C:16]([NH2:18])=[O:17])[CH2:30][CH2:31]1)[N+:23]([O-:25])=[O:24]. Procedure: N-(trans-4-nitroxycyclohexylmethyl)-N',N'-dimethylsuccinic acid diamide from N-(trans-4-nitroxycyclohexylmethyl)-succinic acid monoamide and dimethylamine melting point: 70°-71° C. (ether), yield: 40% Reactants: C1CCOC1, Nc1cccc(O)c1, O=C1Nc2cc(C(=O)c3cccc(NC(=O)c4cccs4)c3)ccc2C1=CO. Product: O=C1Nc2cc(C(=O)c3cccc(NC(=O)c4cccs4)c3)ccc2C1=CNc1cccc(O)c1. As a reaction SMILES: [CH2:37]1[O:38][CH2:39][CH2:40][CH2:41]1.[NH2:29][c:30]1[cH:31][cH:32][cH:33][c:34]([OH:35])[cH:36]1.[OH:1][CH:2]=[C:3]1[C:4](=[O:28])[NH:5][c:6]2[cH:7][c:8]([C:12](=[O:13])[c:14]3[cH:15][c:16]([NH:20][C:21](=[O:22])[c:23]4[s:24][cH:25][cH:26][cH:27]4)[cH:17][cH:18][cH:19]3)[cH:9][cH:10][c:11]21>>[CH:2](=[C:3]1[C:4](=[O:28])[NH:5][c:6]2[cH:7][c:8]([C:12](=[O:13])[c:14]3[cH:15][c:16]([NH:20][C:21](=[O:22])[c:23]4[s:24][cH:25][cH:26][cH:27]4)[cH:17][cH:18][cH:19]3)[cH:9][cH:10][c:11]21)[NH:29][c:30]1[cH:31][cH:32][cH:33][c:34]([OH:35])[cH:36]1. The reactants are FC(C=1C=CC(=C(C(=O)C2=CC=CC=C2)C1)N1C=NC=C1)(F)F (5-(trifluoromethyl)-2-(imidazol-1-yl)benzophenone), C=O (paraformaldehyde). The solvent is C=1(C(=CC=CC1)C)C (xylene). Product: FC(C=1C=CC(=C(C(=O)C2=CC=CC=C2)C1)N1C(=NC=C1)CO)(F)F (5-(trifluoromethyl)-2-[2-(hydroxymethyl)imidazol-1-yl]benzophenone). Reaction SMILES: [F:1][C:2]([F:23])([F:22])[C:3]1[CH:4]=[CH:5][C:6]([N:17]2[CH:21]=[CH:20][N:19]=[CH:18]2)=[C:7]([CH:16]=1)[C:8]([C:10]1[CH:15]=[CH:14][CH:13]=[CH:12][CH:11]=1)=[O:9].[CH2:24]=[O:25]>C1(C)C(C)=CC=CC=1>[F:23][C:2]([F:1])([F:22])[C:3]1[CH:4]=[CH:5][C:6]([N:17]2[CH:21]=[CH:20][N:19]=[C:18]2[CH2:24][OH:25])=[C:7]([CH:16]=1)[C:8]([C:10]1[CH:11]=[CH:12][CH:13]=[CH:14][CH:15]=1)=[O:9]. Procedure: In the manner given in Example 1, 5-(trifluoromethyl)-2-(imidazol-1-yl)benzophenone is heated in a bomb with paraformaldehyde in xylene to 140° C. to give 5-(trifluoromethyl)-2-[2-(hydroxymethyl)imidazol-1-yl]benzophenone.